Dataset: the Open Reaction Database (ORD), a public repository of structured organic reaction records. Task: describe an organic reaction: reactants, conditions, products, and yield The product is NNc1ncccc1Br. As a reaction SMILES: [Br:1][c:2]1[c:3]([Cl:8])[n:4][cH:5][cH:6][cH:7]1.[NH2:9][NH2:10].[cH:11]1[cH:12][cH:13][n:14][cH:15][cH:16]1>>[Br:1][c:2]1[c:3]([NH:9][NH2:10])[n:4][cH:5][cH:6][cH:7]1. Starting materials: Clc1ncccc1Br, NN, c1ccncc1. Reactants: product, Cl.Cl.CC1=C(C=CC(=C1)N)NC1=NCCC1 (2-[(2-Methyl-4-aminophenyl)amino]-1-pyrroline, dihydrochloride), C(C)(=O)Cl (acetyl chloride). The solvent is C(C)#N (acetonitrile), C(C)OCC (diethyl ether). Conditions: time 19 hour. Product: Cl.CC1=C(C=CC(=C1)NC(C)=O)NC1=NCCC1 (2-[(2-Methyl-4-acetamidopheny)amino]-1-pyrroline, hydrochloride), hydrochloride salt. RXN SMILES: Cl.Cl.[CH3:3][C:4]1[CH:9]=[C:8]([NH2:10])[CH:7]=[CH:6][C:5]=1[NH:11][C:12]1[CH2:16][CH2:15][CH2:14][N:13]=1.[C:17]([Cl:20])(=[O:19])[CH3:18]>C(#N)C.C(OCC)C>[ClH:20].[CH3:3][C:4]1[CH:9]=[C:8]([NH:10][C:17](=[O:19])[CH3:18])[CH:7]=[CH:6][C:5]=1[NH:11][C:12]1[CH2:16][CH2:15][CH2:14][N:13]=1 |f:0.1.2,6.7|. Reported procedure: A mixture of 1.0 g (3.8 mmole) of the product compound of Example 9 and 30.5 mmole of acetyl chloride in 40 ml of acetonitrile was stirred at room temperature for 18 to 20 hours. The reaction mixture was then diluted eight-fold with diethyl ether. The resultant solid was collected and washed with three portions of ether, then dried in a high vacuum over 5A molecular sieves, giving the title compound as the hydrochloride salt. Structure assignment was supported by the nmr spectrum and by elementa...